From a dataset of the Open Reaction Database (ORD), a public repository of structured organic reaction records. describe an organic reaction: reactants, conditions, products, and yield Starting materials: O=P(Cl)(Cl)Cl (POCl3), NC=1C=NC=C(C1CC[C@@H]1CN([C@@H](CO1)CO[Si](C)(C)C(C)(C)C)C(=O)OC(C)(C)C)F (tert-Butyl (2R,5S)-2-[2-(3-amino-5-fluoropyridin-4-yl)ethyl]-5-({[tert-butyl(dimethyl)silyl]oxy}methyl)morpholine-4-carboxylate), C(C)(C)(C)OC(=O)N[C@@H](C(C1=CC=C(C=C1)F)C1=CC=C(C=C1)F)C(=O)O (N-(tert-butoxycarbonyl)-4-fluoro-β-(4-fluorophenyl)-L-phenylalanine), solution, CCCC[N+](CCCC)(CCCC)CCCC.[F-] (TBAF). Solvent: N1=CC=CC=C1 (pyridine), C1CCOC1 (THF), C1CCOC1 (THF). Reaction conditions: temperature 0 celsius, time 30 minute. The product is C(C)(C)(C)OC(=O)N[C@@H](C(C1=CC=C(C=C1)F)C1=CC=C(C=C1)F)C(=O)NC=1C=NC=C(C1CC[C@@H]1CN([C@@H](CO1)CO)C(=O)OC(C)(C)C)F (tert-Butyl (2R,5R)-2-[2-(3-{[N-(tert-butoxycarbonyl)-4-fluoro-β-(4-fluorophenyl)-L-phenylalanyl]amino}-5-fluoropyridin-4-yl)ethyl]-5-(hydroxymethyl)morpholine-4-carboxylate). Yield: 51.4%. Reaction SMILES: O=P(Cl)(Cl)Cl.[NH2:6][C:7]1[CH:8]=[N:9][CH:10]=[C:11]([F:37])[C:12]=1[CH2:13][CH2:14][C@H:15]1[O:20][CH2:19][C@@H:18]([CH2:21][O:22][Si](C(C)(C)C)(C)C)[N:17]([C:30]([O:32][C:33]([CH3:36])([CH3:35])[CH3:34])=[O:31])[CH2:16]1.[C:38]([O:42][C:43]([NH:45][C@H:46]([C:62](O)=[O:63])[CH:47]([C:55]1[CH:60]=[CH:59][C:58]([F:61])=[CH:57][CH:56]=1)[C:48]1[CH:53]=[CH:52][C:51]([F:54])=[CH:50][CH:49]=1)=[O:44])([CH3:41])([CH3:40])[CH3:39].CCCC[N+](CCCC)(CCCC)CCCC.[F-]>N1C=CC=CC=1.C1COCC1>[C:38]([O:42][C:43]([NH:45][C@H:46]([C:62]([NH:6][C:7]1[CH:8]=[N:9][CH:10]=[C:11]([F:37])[C:12]=1[CH2:13][CH2:14][C@H:15]1[O:20][CH2:19][C@@H:18]([CH2:21][OH:22])[N:17]([C:30]([O:32][C:33]([CH3:36])([CH3:34])[CH3:35])=[O:31])[CH2:16]1)=[O:63])[CH:47]([C:55]1[CH:60]=[CH:59][C:58]([F:61])=[CH:57][CH:56]=1)[C:48]1[CH:53]=[CH:52][C:51]([F:54])=[CH:50][CH:49]=1)=[O:44])([CH3:40])([CH3:41])[CH3:39] |f:3.4|. Procedure: POCl3 (0.579 mL, 6.21 mmol) was added to a solution of tert-Butyl (2R,5S)-2-[2-(3-amino-5-fluoropyridin-4-yl)ethyl]-5-({[tert-butyl(dimethyl)silyl]oxy}methyl)morpholine-4-carboxylate (2.65 g, 5.64 mmol) and N-(tert-butoxycarbonyl)-4-fluoro-β-(4-fluorophenyl)-L-phenylalanine [Patterson, D. E., et al. Org. Proc. Res. Dev. 2009, 13, 900-906.] (2.13 g, 5.64 mmol) in pyridine (28 mL) at −15° C. The reaction stirred for 30 min then warmed to 0° C. and stirred for 3 hours. The reaction was quenched wit... Reactants: C1(=CC=CC=C1)C1=NN2C(C=CC=C2)=C1 (2-Phenylpyrazolo[1,5-a]pyridine), C(C)(=O)OC(C)=O (acetic anhydride). Reagents/catalysts: S(O)(O)(=O)=O (sulfuric acid). The solvent is [OH-].[Na+] (NaOH). Product: C1(=CC=CC=C1)C1=NN2C(C=CC=C2)=C1C(C)=O (2-phenyl-3-acetylpyrazolo-[1,5-a]pyridine). Yield: 47.7%. Reaction SMILES: [C:1]1([C:7]2[CH:15]=[C:10]3[CH:11]=[CH:12][CH:13]=[CH:14][N:9]3[N:8]=2)[CH:6]=[CH:5][CH:4]=[CH:3][CH:2]=1.[C:16](OC(=O)C)(=[O:18])[CH3:17]>S(=O)(=O)(O)O.[OH-].[Na+]>[C:1]1([C:7]2[C:15]([C:16](=[O:18])[CH3:17])=[C:10]3[CH:11]=[CH:12][CH:13]=[CH:14][N:9]3[N:8]=2)[CH:2]=[CH:3][CH:4]=[CH:5][CH:6]=1 |f:3.4|. Reported procedure: 2-Phenylpyrazolo[1,5-a]pyridine (2.00 g) was added to a stirred solution of acetic anhydride (4.20 g) and two drops of sulfuric acid at room temperature. After being stirred under reflux for 14 hours, the reaction mixture was poured onto 80 ml of 4N NaOH aqueous solution and extracted with chloroform (30 ml×2). The extracts were combined and washed with water (30 ml), saturated sodium chloride aqueous solution (30 ml), then dried over magnesium sulfate and evaporated in vacuo. The residual cryst... Reactants: solid, BrC1=CC(=CC=2C(=C3N(C12)CCNC3=O)C)C#N (6-bromo-10-methyl-1-oxo-1,2,3,4-tetrahydro-pyrazino[1,2-a]indole-8-carbonitrile), BrC1=CC(=CC=2C(=C3N(C12)CCNC3=O)C)C#N (6-bromo-10-methyl-1-oxo-1,2,3,4-tetrahydro-pyrazino[1,2-a]indole-8-carbonitrile), C(#N)C1=CC=C(C=C1)B(O)O (4-cyanophenylboronic acid). Procedure: The title compound, light grey solid (73 mg, 89%), MS (ISP) m/z=327.5 [(M+H)+], mp 323° C., was prepared in accordance with the general method of example 1 from 6-bromo-10-methyl-1-oxo-1,2,3,4-tetrahydro-pyrazino[1,2-a]indole-8-carbonitrile (intermediate 16) (76 mg, 0.25 mmol) and commercially available 4-cyanophenylboronic acid (47.8 mg, 0.325 mmol). The product is C(#N)C1=CC=C(C=C1)C1=CC(=CC=2C(=C3N(C12)CCNC3=O)C)C#N (6-(4-Cyano-phenyl)-10-methyl-1-oxo-1,2,3,4-tetrahydro-pyrazino[1,2-a]indole-8-carbonitrile). As a reaction SMILES: Br[C:2]1[C:10]2[N:9]3[CH2:11][CH2:12][NH:13][C:14](=[O:15])[C:8]3=[C:7]([CH3:16])[C:6]=2[CH:5]=[C:4]([C:17]#[N:18])[CH:3]=1.[C:19]([C:21]1[CH:26]=[CH:25][C:24](B(O)O)=[CH:23][CH:22]=1)#[N:20]>>[C:19]([C:21]1[CH:26]=[CH:25][C:24]([C:2]2[C:10]3[N:9]4[CH2:11][CH2:12][NH:13][C:14](=[O:15])[C:8]4=[C:7]([CH3:16])[C:6]=3[CH:5]=[C:4]([C:17]#[N:18])[CH:3]=2)=[CH:23][CH:22]=1)#[N:20]. Starting materials: BrC1=C(N=C2N1C=CC=C2OCC2=C(C(=CC=C2Cl)N(C)C(CN)=O)Cl)C (3-bromo-8-[2,6-dichloro-3-(N-glycyl-N-methylamino)benzyloxy]-2-methylimidazo[1,2-a]pyridine), C(CCC=C)(=O)O (4-pentenoic acid), Cl.C(C)N=C=NCCCN(C)C (N-ethyl-N'-(3-dimethylaminopropyl)carbodiimide hydrochloride), ON1N=NC2=C1C=CC=C2 (1-hydroxybenzotriazole). Run in CN(C=O)C (N,N-dimethylformamide), O (Water). Conditions: time 2 hour. Yields the product BrC1=C(N=C2N1C=CC=C2OCC2=C(C(=CC=C2Cl)N(C)C(CNC(CCC=C)=O)=O)Cl)C (3-bromo-8-[2,6-dichloro-3-[N-(4-pentenoylglycyl)-N-methylamino]benzyloxy]-2-methylimidazo[1,2-a]pyridine). Isolated yield 97.7%. As a reaction SMILES: [Br:1][C:2]1[N:6]2[CH:7]=[CH:8][CH:9]=[C:10]([O:11][CH2:12][C:13]3[C:18]([Cl:19])=[CH:17][CH:16]=[C:15]([N:20]([C:22](=[O:25])[CH2:23][NH2:24])[CH3:21])[C:14]=3[Cl:26])[C:5]2=[N:4][C:3]=1[CH3:27].[C:28](O)(=[O:33])[CH2:29][CH2:30][CH:31]=[CH2:32].Cl.C(N=C=NCCCN(C)C)C.ON1C2C=CC=CC=2N=N1>O.CN(C)C=O>[Br:1][C:2]1[N:6]2[CH:7]=[CH:8][CH:9]=[C:10]([O:11][CH2:12][C:13]3[C:18]([Cl:19])=[CH:17][CH:16]=[C:15]([N:20]([C:22](=[O:25])[CH2:23][NH:24][C:28](=[O:33])[CH2:29][CH2:30][CH:31]=[CH2:32])[CH3:21])[C:14]=3[Cl:26])[C:5]2=[N:4][C:3]=1[CH3:27] |f:2.3|. Reported procedure: A mixture of 3-bromo-8-[2,6-dichloro-3-(N-glycyl-N-methylamino)benzyloxy]-2-methylimidazo[1,2-a]pyridine (150 mg), 4-pentenoic acid (33 mg), N-ethyl-N'-(3-dimethylaminopropyl)carbodiimide hydrochloride (77 mg), 1-hydroxybenzotriazole (64 mg) and N,N-dimethylformamide (1.5 ml) was stirred for 2 hours at ambient temperature. Water was added thereto, and the mixture was extracted with methylene chloride three times. The organic layers were combined, washed with water four times and brine, dried ove... Starting materials: CC=1C=C(C=C2C=NNC12)CC(C(=O)OC)CC(=O)OC(C)(C)C (4-tert-butyl 1-methyl 2-((7-methyl-1H-indazol-5-yl)methyl)succinate), C1(CCCCC1)N(C1CCCCC1)C (N-cyclohexyl-N-methylcyclohexanamine), C[Si](C)(C)CCOCCl (trimethylsilylethoxymethyl chloride). Solvent: O1CCCC1 (tetrahydrofuran). Conditions: time 8 hour. The product is CC1=CC(=CC2=CN(N=C12)COCC[Si](C)(C)C)CC(C(=O)OC)CC(=O)OC(C)(C)C (4-tert-Butyl 1-methyl 2-((7-methyl-2-((2-(trimethylsilyl)ethoxy)methyl)-2H-indazol-5-yl)methyl)succinate). RXN SMILES: [CH3:1][C:2]1[CH:3]=[C:4]([CH2:11][CH:12]([CH2:17][C:18]([O:20][C:21]([CH3:24])([CH3:23])[CH3:22])=[O:19])[C:13]([O:15][CH3:16])=[O:14])[CH:5]=[C:6]2[C:10]=1[NH:9][N:8]=[CH:7]2.C1(N(C)C2CCCCC2)CCCCC1.[CH3:39][Si:40]([CH2:43][CH2:44][O:45][CH2:46]Cl)([CH3:42])[CH3:41]>O1CCCC1>[CH3:1][C:2]1[C:10]2[C:6](=[CH:7][N:8]([CH2:46][O:45][CH2:44][CH2:43][Si:40]([CH3:42])([CH3:41])[CH3:39])[N:9]=2)[CH:5]=[C:4]([CH2:11][CH:12]([CH2:17][C:18]([O:20][C:21]([CH3:24])([CH3:23])[CH3:22])=[O:19])[C:13]([O:15][CH3:16])=[O:14])[CH:3]=1. Reported procedure: To a solution of 4-tert-butyl 1-methyl 2-((7-methyl-1H-indazol-5-yl)methyl)succinate (0.6053 g, 1.82 mmol) and N-cyclohexyl-N-methylcyclohexanamine (0.4686 mL, 2.19 mmol) in tetrahydrofuran (10 mL) was added trimethylsilylethoxymethyl chloride (0.3859 mL, 2.19 mmol) at room temperature under nitrogen. The reaction was stirred overnight and the solvent was removed in vacuo. The crude product was taken up in ethyl acetate (10 mL) and washed with water (3×5 mL). The ethyl acetate layer was dried, f... Starting materials: NC1=NC=CC2=CC(=CC=C12)CNC(=O)[C@H]1N(CCC1)C([C@@H](CC1=CC=C(C=C1)C1=CC=CC=C1)NC(C)=O)=O (1-(2-(R)-Acetylamino-3-biphenyl-4yl-propionyl)-pyrrolidin-2-(S)-carboxylic acid (1-amino-isoquinolin-6-ylmethyl)-amide), N1[C@@H](CCC1)C(=O)O (pyrrolidin-2-(S)-carboxylic acid). Product: NC1=NC=CC2=CC(=CC=C12)CNC(=O)[C@H]1N(CCC1)C([C@@H](CC1=CC=CC=C1)NC(C)=O)=O (1-(2-(R)-Acetylamino-3-phenyl-propionyl)-pyrrolidin-2-(S)-carboxylic acid (1-amino-isoquinolin-6-ylmethyl)-amide). Isolated yield 839.2%. RXN SMILES: [NH2:1][C:2]1[C:11]2[C:6](=[CH:7][C:8]([CH2:12][NH:13][C:14]([C@@H:16]3[CH2:20][CH2:19][CH2:18][N:17]3[C:21](=[O:40])[C@H:22]([NH:36][C:37](=[O:39])[CH3:38])[CH2:23][C:24]3[CH:29]=[CH:28][C:27](C4C=CC=CC=4)=[CH:26][CH:25]=3)=[O:15])=[CH:9][CH:10]=2)[CH:5]=[CH:4][N:3]=1.N1CCC[C@H]1C(O)=O>>[NH2:1][C:2]1[C:11]2[C:6](=[CH:7][C:8]([CH2:12][NH:13][C:14]([C@@H:16]3[CH2:20][CH2:19][CH2:18][N:17]3[C:21](=[O:40])[C@H:22]([NH:36][C:37](=[O:39])[CH3:38])[CH2:23][C:24]3[CH:25]=[CH:26][CH:27]=[CH:28][CH:29]=3)=[O:15])=[CH:9][CH:10]=2)[CH:5]=[CH:4][N:3]=1. Reported procedure: Using the procedure described for example 97f 0.125 g of 1-(2-(R)-acetylamino-3-phenyl)-propionyl)-pyrrolidin-2-(S)-carboxylic acid was converted into 0.90 g (47%) of the title compound. (+)-APCI-MS: 460 (MH+). Reactants: resultant mixture, COC1=CC2=C(C(NC=CO2)=O)C=C1 (4,5-dihydro-8-methoxy-1,4-benzoxazepin-5-one), BrCCCCBr (1,4-dibromobutane), [H-].[Na+] (sodium hydride). The solvent is CN(C=O)C (dimethylformamide). Run at time 30 minute. Yields the product BrCCCCN1C=COC2=C(C1=O)C=CC(=C2)OC (4-(4-bromobutyl)-4,5-dihydro-8-methoxy-1,4-benzoxazepin-5-one). As a reaction SMILES: [CH3:1][O:2][C:3]1[CH:14]=[CH:13][C:6]2[C:7](=[O:12])[NH:8][CH:9]=[CH:10][O:11][C:5]=2[CH:4]=1.[H-].[Na+].[Br:17][CH2:18][CH2:19][CH2:20][CH2:21]Br>CN(C)C=O>[Br:17][CH2:18][CH2:19][CH2:20][CH2:21][N:8]1[C:7](=[O:12])[C:6]2[CH:13]=[CH:14][C:3]([O:2][CH3:1])=[CH:4][C:5]=2[O:11][CH:10]=[CH:9]1 |f:1.2|. Reported procedure: 200 mg of 4,5-dihydro-8-methoxy-1,4-benzoxazepin-5-one was dissolved in 10 ml of dimethylformamide, then 50 mg (1.2 equivalents) of 60% sodium hydride was added under ice cooling. This was agitated for 30 minutes, then 790 mg (3 equivalents) of 1,4-dibromobutane was added and the resultant mixture was agitated at room temperature for 6 hours.